From a dataset of the Open Reaction Database (ORD), a public repository of structured organic reaction records. describe an organic reaction: reactants, conditions, products, and yield Starting materials: COC(=O)c1nn2c(c1OCc1ccccc1)C(=O)NCC2, [H-], CI, [Na+], CN(C)C=O. The product is COC(=O)c1nn2c(c1OCc1ccccc1)C(=O)N(C)CC2. As a reaction SMILES: [CH2:1]([c:2]1[cH:3][cH:4][cH:5][cH:6][cH:7]1)[O:8][c:9]1[c:10]([C:19](=[O:20])[O:21][CH3:22])[n:11][n:12]2[c:13]1[C:14](=[O:18])[NH:15][CH2:16][CH2:17]2.[H-:26].[I:23][CH3:24].[Na+:25].[O:27]=[CH:28][N:29]([CH3:30])[CH3:31]>>[CH2:1]([c:2]1[cH:3][cH:4][cH:5][cH:6][cH:7]1)[O:8][c:9]1[c:10]([C:19](=[O:20])[O:21][CH3:22])[n:11][n:12]2[c:13]1[C:14](=[O:18])[N:15]([CH3:24])[CH2:16][CH2:17]2. Starting materials: O=Cc1cc(Br)cc(C(=O)O)c1, ClCCCl, CO, CC#N, CN(C)c1ccncc1. Product: COC(=O)c1cc(Br)cc(C=O)c1. RXN SMILES: [Br:1][c:2]1[cH:3][c:4]([C:5](=[O:6])[OH:7])[cH:8][c:9]([CH:11]=[O:12])[cH:10]1.[CH2:15]([Cl:16])[CH2:17][Cl:18].[CH3:13][OH:14].[CH3:19][C:20]#[N:21].[CH3:22][N:23]([CH3:24])[c:25]1[cH:26][cH:27][n:28][cH:29][cH:30]1>>[Br:1][c:2]1[cH:3][c:4]([C:5](=[O:6])[O:7][CH3:15])[cH:8][c:9]([CH:11]=[O:12])[cH:10]1. The reactants are CC(C)(C#N)N=NC(C)(C)C#N (AIBN), C1CC(=O)N(C1=O)Br (NBS), CC1=C(C(=O)OC)C=CC(=C1)[N+](=O)[O-] (methyl 2-methyl-4-nitrobenzoate). The solvent is C(Cl)(Cl)(Cl)Cl (CCl4). Run at temperature 79 celsius, time 2 hour. Product: CN1C(C2=CC=C(C=C2C1)[N+](=O)[O-])=O (2-methyl-5-nitroisoindolin-1-one). RXN SMILES: CC(N=NC(C#N)(C)C)([C:4]#[N:5])C.C1C(=O)N(Br)C(=O)C1.[CH3:21][C:22]1[CH:31]=[C:30]([N+:32]([O-:34])=[O:33])[CH:29]=[CH:28][C:23]=1[C:24](OC)=[O:25]>C(Cl)(Cl)(Cl)Cl>[CH3:4][N:5]1[CH2:21][C:22]2[C:23](=[CH:28][CH:29]=[C:30]([N+:32]([O-:34])=[O:33])[CH:31]=2)[C:24]1=[O:25]. Reported procedure: AIBN (84 mg, 0.51), NBS (1.1 gram, 6.4 mmol), and the methyl 2-methyl-4-nitrobenzoate (1 g, 5.1 mmol, as prepared in Step 1, Example 44) were suspended in CCl4 (12.8 ml), the vessel evacuated and backfilled with N2 (2×) and the mixture heated under N2 at 79° C. overnight. The solution was filtered, and concentrated in vacuum. One third of the crude material was dissolved in 2 N methylamine in methanol (18 ml), 2N methylamine in THF added (18 ml) and the solution stirred for 2 hours at RT. The vo... Starting materials: C(C)C1C(CCCC1)N (2-ethylcyclohexylamine), Cl (HCl), C(=O)(Cl)Cl (Phosgene). Solvent: CO (methanol). Conditions: temperature 110 celsius. The product is C(C)C1C(CCCC1)N=C=O (2-ethylcyclohexylisocyanate). As a reaction SMILES: [CH2:1]([CH:3]1[CH2:8][CH2:7][CH2:6][CH2:5][CH:4]1[NH2:9])[CH3:2].Cl.[C:11](Cl)(Cl)=[O:12]>CO>[CH2:1]([CH:3]1[CH2:8][CH2:7][CH2:6][CH2:5][CH:4]1[N:9]=[C:11]=[O:12])[CH3:2]. Procedure: To a solution of 2-ethylcyclohexylamine (0.61 mmol) in methanol was added HCl (4.0 M in dioxane, 0.152 mL), and concentrated to give a residue. Phosgene solution (20% in toluene, 6.0 mL) was added, and the reaction was heated at 110° C. overnight. Toluene and excess of phosgene were removed in vacuo to give a residue. The reactants are BrC=1C(=C(C=C(C1)NC(OC(C)(C)C)=O)NC(OC)=O)Cl (tert-butyl methyl (5-bromo-4-chloro-1,3-phenylene)dicarbamate), C[Si](C)(C)[N-][Si](C)(C)C.[Na+] (NaHMDS), ClCC1=CC=C(C=C1)OC (1-(chloromethyl)-4-methoxybenzene). Solvent: CN(C)C=O (DMF). Run at temperature 75 celsius, time 15 minute. The product is BrC=1C(=C(C=C(C1)N(C(OC(C)(C)C)=O)CC1=CC=C(C=C1)OC)N(C(OC)=O)CC1=CC=C(C=C1)OC)Cl (tert-butyl methyl (5-bromo-4-chloro-1,3-phenylene)bis(4-methoxybenzylcarbamate)). Yield: 82.2%. As a reaction SMILES: [Br:1][C:2]1[C:3]([Cl:21])=[C:4]([NH:16][C:17](=[O:20])[O:18][CH3:19])[CH:5]=[C:6]([NH:8][C:9](=[O:15])[O:10][C:11]([CH3:14])([CH3:13])[CH3:12])[CH:7]=1.C[Si]([N-][Si](C)(C)C)(C)C.[Na+].Cl[CH2:33][C:34]1[CH:39]=[CH:38][C:37]([O:40][CH3:41])=[CH:36][CH:35]=1>CN(C=O)C>[Br:1][C:2]1[C:3]([Cl:21])=[C:4]([N:16]([CH2:33][C:34]2[CH:39]=[CH:38][C:37]([O:40][CH3:41])=[CH:36][CH:35]=2)[C:17](=[O:20])[O:18][CH3:19])[CH:5]=[C:6]([N:8]([CH2:33][C:34]2[CH:39]=[CH:38][C:37]([O:40][CH3:41])=[CH:36][CH:35]=2)[C:9](=[O:15])[O:10][C:11]([CH3:14])([CH3:12])[CH3:13])[CH:7]=1 |f:1.2|. Procedure: A stirred solution of tert-butyl methyl (5-bromo-4-chloro-1,3-phenylene)dicarbamate (710 mg, 1.870 mmol) in DMF (10 mL) was treated with NaHMDS (3.93 mL, 3.93 mmol) at 0° C. dropwise. The reaction mixture was stirred for 15 min, and 1-(chloromethyl)-4-methoxybenzene (0.533 mL, 3.93 mmol) was added. The reaction was stirred for 45 min, then heated at 75° C. for 1.5 h. The reaction was quenched with half saturated NH4Cl solution and extracted with EtOAc 3×. The organic layers were combined, dried ...